This data is from the Open Reaction Database (ORD), a public repository of structured organic reaction records. The task is: describe an organic reaction: reactants, conditions, products, and yield The reactants are O=C1COCCOCC(NCCSCCSCCN1)=O (3,14-Dioxo-1,16-dioxa-7,10-dithia-4,13-diaza-cyclooctadecane), B#B (diborane), O (water). The solvent is O1CCCC1 (tetrahydrofuran), O1CCCC1 (tetrahydrofurane). The product is O1CCNCCSCCSCCNCCOCC1 (1,16-dioxa-7,10-dithia-4,13-diaza cyclooctadecane). As a reaction SMILES: O=[C:2]1[NH:19][CH2:18][CH2:17][S:16][CH2:15][CH2:14][S:13][CH2:12][CH2:11][NH:10][C:9](=O)[CH2:8][O:7][CH2:6][CH2:5][O:4][CH2:3]1.B#B.O>O1CCCC1>[O:4]1[CH2:5][CH2:6][O:7][CH2:8][CH2:9][NH:10][CH2:11][CH2:12][S:13][CH2:14][CH2:15][S:16][CH2:17][CH2:18][NH:19][CH2:2][CH2:3]1. Procedure details: A solution of 7 g. of the cyclic diamide obtained in Example 28 in 100 ml. anhydrous tetrahydrofurane is added slowly to 50 ml. of a freshly prepared solution (1.5 M) of diborane in anhydrous tetrahydrofuran under nitrogen atmosphere and at a temperature of 0° C. The mixture is then heated to reflux for two hours. The excess reagent is destroyed by adding 10 ml. of water and the solution is evaporated to dryness on a rotatory evaporator under vacuum. 100 ml. 6N hydrochloric acid are added to the...